From a dataset of the Open Reaction Database (ORD), a public repository of structured organic reaction records. describe an organic reaction: reactants, conditions, products, and yield The reactants are CCO, NC(=O)c1nn(CCOC2CCCCO2)c2c1CCc1cnc(Nc3ccccc3OC(F)(F)F)nc1-2, Cc1ccc(S(=O)(=O)O)cc1. The product is NC(=O)c1nn(CCO)c2c1CCc1cnc(Nc3ccccc3OC(F)(F)F)nc1-2. RXN SMILES: [CH3:49][CH2:50][OH:51].[F:1][C:2]([O:3][c:4]1[c:5]([NH:10][c:11]2[n:12][c:13]3[c:18]([cH:19][n:20]2)[CH2:17][CH2:16][c:15]2[c:14]-3[n:23]([CH2:24][CH2:25][O:26][CH:27]3[CH2:28][CH2:29][CH2:30][CH2:31][O:32]3)[n:22][c:21]2[C:33](=[O:34])[NH2:35])[cH:6][cH:7][cH:8][cH:9]1)([F:36])[F:37].[c:38]1([CH3:39])[cH:40][cH:41][c:42]([S:43]([OH:44])(=[O:45])=[O:46])[cH:47][cH:48]1>>[F:1][C:2]([O:3][c:4]1[c:5]([NH:10][c:11]2[n:12][c:13]3[c:18]([cH:19][n:20]2)[CH2:17][CH2:16][c:15]2[c:14]-3[n:23]([CH2:24][CH2:25][OH:26])[n:22][c:21]2[C:33](=[O:34])[NH2:35])[cH:6][cH:7][cH:8][cH:9]1)([F:36])[F:37]. Reactants: Cl.ClCCNCCCl (bis(2-chloroethyl)amine hydrochloride), FC1=C(N)C=CC=C1 (2-fluoroaniline), solid, C([O-])([O-])=O.[K+].[K+] (potassium carbonate), Cl (hydrochloric acid). The solvent is C(CCC)O (1-butanol). The product is Cl.FC1=C(C=CC=C1)N1CCNCC1 (1-(2-Fluorophenyl)piperazine monohydrochloride). The yield is 20.5%. Reaction SMILES: Cl.[Cl:2][CH2:3][CH2:4][NH:5][CH2:6][CH2:7]Cl.[F:9][C:10]1[CH:16]=[CH:15][CH:14]=[CH:13][C:11]=1[NH2:12].C(=O)([O-])[O-].[K+].[K+].Cl>C(O)CCC>[ClH:2].[F:9][C:10]1[CH:16]=[CH:15][CH:14]=[CH:13][C:11]=1[N:12]1[CH2:7][CH2:6][NH:5][CH2:4][CH2:3]1 |f:0.1,3.4.5,8.9|. Procedure details: This compound was prepared according to the procedure used in Preparation 1. A mixture of 15.1 g (0.09 mol) of bis(2-chloroethyl)amine hydrochloride, 10.0 g (0.09 mol) of 2-fluoroaniline and 25.0 g of solid potassium carbonate in a total volume of 100 mL of 1-butanol gave an oil as residue. The oil was converted to the hydrochloric acid salt (ethereal HCl) and recrystallized from methanol-ether to give 4.0 g (20%) of white solid, mp 185°-187° C.